From a dataset of the Open Reaction Database (ORD), a public repository of structured organic reaction records. describe an organic reaction: reactants, conditions, products, and yield The reactants are ClCC=1OC(=C(N1)C1=CC=CC=C1)C1=CC=CC=C1 (2-chloromethyl-4,5-diphenyloxazole), 8g, C(C)(C)N (isopropylamine). Run in C1=CC=CC=C1 (benzene). Product: Cl.C(C)(C)NCC=1OC(=C(N1)C1=CC=CC=C1)C1=CC=CC=C1 (2-isopropylaminomethyl-4,5-diphenyloxazole hydrochloride). Reaction SMILES: [Cl:1][CH2:2][C:3]1[O:4][C:5]([C:14]2[CH:19]=[CH:18][CH:17]=[CH:16][CH:15]=2)=[C:6]([C:8]2[CH:13]=[CH:12][CH:11]=[CH:10][CH:9]=2)[N:7]=1.[CH:20]([NH2:23])([CH3:22])[CH3:21]>C1C=CC=CC=1>[ClH:1].[CH:20]([NH:23][CH2:2][C:3]1[O:4][C:5]([C:14]2[CH:19]=[CH:18][CH:17]=[CH:16][CH:15]=2)=[C:6]([C:8]2[CH:13]=[CH:12][CH:11]=[CH:10][CH:9]=2)[N:7]=1)([CH3:22])[CH3:21] |f:3.4|. Procedure: A mixture of 8 g. 2-chloromethyl-4,5-diphenyloxazole (prepared as described in Example 1 a), 8g. isopropylamine and 50 ml. anhydrous benzene was kept in a stoppered flask for 48 hours at room temperature.